describe an organic reaction: reactants, conditions, products, and yield From a dataset of the Open Reaction Database (ORD), a public repository of structured organic reaction records. The reactants are CN(CCO)C (2-(dimethylamino)ethan-1-ol), ClC=1C=CC(=C(C1)C1=NN(C=C1NC(=O)C=1C=NN2C1N=CC=C2)CC(=O)N2CCC(CC2)C(=O)OCCN2CCOCC2)OC(F)F (2-(morpholin-4-yl)ethyl 1-(2-[3-[5-chloro-2-(difluoromethoxy)phenyl]-4-[pyrazolo[1,5-a]pyrimidine-3-amido]-1H-pyrazol-1-yl]acetyl)piperidine-4-carboxylate). Product: ClC=1C=CC(=C(C1)C1=NN(C=C1NC(=O)C=1C=NN2C1N=CC=C2)CC(=O)N2CCC(CC2)C(=O)OCCN(C)C)OC(F)F (2-(dimethylamino)ethyl 1-(2-[3-[5-chloro-2-(difluoromethoxy)phenyl]-4-[pyrazolo[1,5-a]pyrimidine-3-amido]-1H-pyrazol-1-yl]acetyl)piperidine-4-carboxylate). RXN SMILES: [Cl:1][C:2]1[CH:3]=[CH:4][C:5]([O:45][CH:46]([F:48])[F:47])=[C:6]([C:8]2[C:12]([NH:13][C:14]([C:16]3[CH:17]=[N:18][N:19]4[CH:24]=[CH:23][CH:22]=[N:21][C:20]=34)=[O:15])=[CH:11][N:10]([CH2:25][C:26]([N:28]3[CH2:33][CH2:32][CH:31]([C:34]([O:36][CH2:37][CH2:38][N:39]4[CH2:44]COC[CH2:40]4)=[O:35])[CH2:30][CH2:29]3)=[O:27])[N:9]=2)[CH:7]=1.CN(C)CCO>>[Cl:1][C:2]1[CH:3]=[CH:4][C:5]([O:45][CH:46]([F:47])[F:48])=[C:6]([C:8]2[C:12]([NH:13][C:14]([C:16]3[CH:17]=[N:18][N:19]4[CH:24]=[CH:23][CH:22]=[N:21][C:20]=34)=[O:15])=[CH:11][N:10]([CH2:25][C:26]([N:28]3[CH2:29][CH2:30][CH:31]([C:34]([O:36][CH2:37][CH2:38][N:39]([CH3:44])[CH3:40])=[O:35])[CH2:32][CH2:33]3)=[O:27])[N:9]=2)[CH:7]=1. Procedure: Using synthetic method analoguous to that of 2-(morpholin-4-yl)ethyl 1-(2-[3-[5-chloro-2-(difluoromethoxy)phenyl]-4-[pyrazolo[1,5-a]pyrimidine-3-amido]-1H-pyrazol-1-yl]acetyl)piperidine-4-carboxylate, the title compound was prepared from 2-(dimethylamino)ethan-1-ol. LCMS (Method 24) [M+H]+=645.2, RT=2.97 min. 1H NMR (400 MHz, DMSO-d6) δ: (ppm) 9.76 (s, 1H), 9.34 (dd, 1H, J=1.6, 6.8 Hz), 8.68-8.67 (m, 2H), 8.31 (s, 1H), 7.62 (dd, 1H, J=2.4, 8.8 Hz), 7.55 (d, 1H, J=2.4 Hz), 7.45 (d, 1H, J=8.8 Hz),... Starting materials: CC(C)(C)OC(=O)N1CCC2c3c(ccc(Cl)c3Cl)N(CC(=O)O)C2CC1, C1CCOC1, Cc1cccc(N)c1C. Yields the product Cc1cccc(NC(=O)CN2c3ccc(Cl)c(Cl)c3C3CCN(C(=O)OC(C)(C)C)CCC32)c1C. Reaction SMILES: [C:10]([CH3:11])([CH3:12])([CH3:13])[O:14][C:15](=[O:16])[N:17]1[CH2:18][CH2:19][CH:20]2[N:21]([CH2:33][C:34](=[O:35])[OH:36])[c:22]3[cH:23][cH:24][c:25]([Cl:32])[c:26]([Cl:31])[c:27]3[CH:28]2[CH2:29][CH2:30]1.[CH2:37]1[O:38][CH2:39][CH2:40][CH2:41]1.[CH3:1][c:2]1[c:3]([NH2:4])[cH:5][cH:6][cH:7][c:8]1[CH3:9]>>[CH3:1][c:2]1[c:3]([NH:4][C:34]([CH2:33][N:21]2[CH:20]3[CH2:19][CH2:18][N:17]([C:15]([O:14][C:10]([CH3:11])([CH3:12])[CH3:13])=[O:16])[CH2:30][CH2:29][CH:28]3[c:27]3[c:22]2[cH:23][cH:24][c:25]([Cl:32])[c:26]3[Cl:31])=[O:35])[cH:5][cH:6][cH:7][c:8]1[CH3:9]. Yields the product Cl.ClC1=C(C=C(C=C1)F)C1CC(C=2C(=CC=NC2C1)C)=NNC(=N)N ((−)-7-(2-chloro-5-fluorophenyl)-5-guanidinoimino-4-methyl-5,6,7,8-tetrahydroquinoline hydrochloride). Run in C(C)O (ethanol). Procedure details: A solution of (−)-7-(2-chloro-5-fluorophenyl)-5-guanidinoimino-4-methyl-5,6,7,8-tetrahydroquinoline (1.2 g) in ethanol (20 ml) was combined with concentrated hydrochloric acid (0.76 ml) and concentrated. The resultant crystal was recrystallized from a solvent mixture of ethanol and water to obtain (−)-7-(2-chloro-5-fluorophenyl)-5-guanidinoimino-4-methyl-5,6,7,8-tetrahydroquinoline hydrochloride (Compound J) (1.3 g, 99.4% ee). (This compound was proven to have an absolute configuration of an S f... Reactants: ClC1=C(C=C(C=C1)F)C1CC(C=2C(=CC=NC2C1)C)=NNC(=N)N ((−)-7-(2-chloro-5-fluorophenyl)-5-guanidinoimino-4-methyl-5,6,7,8-tetrahydroquinoline), Cl (hydrochloric acid). Isolated yield 196.0%. Reaction SMILES: [Cl:1][C:2]1[CH:7]=[CH:6][C:5]([F:8])=[CH:4][C:3]=1[CH:9]1[CH2:18][C:17]2[N:16]=[CH:15][CH:14]=[C:13]([CH3:19])[C:12]=2[C:11](=[N:20][NH:21][C:22]([NH2:24])=[NH:23])[CH2:10]1.Cl>C(O)C>[ClH:1].[Cl:1][C:2]1[CH:7]=[CH:6][C:5]([F:8])=[CH:4][C:3]=1[CH:9]1[CH2:18][C:17]2[N:16]=[CH:15][CH:14]=[C:13]([CH3:19])[C:12]=2[C:11](=[N:20][NH:21][C:22]([NH2:24])=[NH:23])[CH2:10]1 |f:3.4|.